Dataset: the Open Reaction Database (ORD), a public repository of structured organic reaction records. Task: describe an organic reaction: reactants, conditions, products, and yield As a reaction SMILES: [CH2:1]([c:2]1[cH:3][cH:4][cH:5][cH:6][cH:7]1)[N:8]1[CH2:9][CH2:10][N:11]([c:14]2[n:15][cH:16][c:17]3[c:18]([n:19]2)[c:20]([CH3:27])[cH:21][n:22]([CH2:25][CH3:26])[c:23]3=[O:24])[CH2:12][CH2:13]1.[CH3:28][CH2:29][OH:30].[CH3:33][C:34](=[O:35])[OH:36].[H:31][H:32]>>[NH:8]1[CH2:9][CH2:10][N:11]([c:14]2[n:15][cH:16][c:17]3[c:18]([n:19]2)[c:20]([CH3:27])[cH:21][n:22]([CH2:25][CH3:26])[c:23]3=[O:24])[CH2:12][CH2:13]1. Starting materials: CCn1cc(C)c2nc(N3CCN(Cc4ccccc4)CC3)ncc2c1=O, CCO, CC(=O)O, [H][H]. Product: CCn1cc(C)c2nc(N3CCNCC3)ncc2c1=O. The reactants are C1COCCO1, O=C(Cl)c1ccc(F)cc1Cl, CN1CCC(N(C)c2cc(N)cc(F)c2)CC1. Product: CN1CCC(N(C)c2cc(F)cc(NC(=O)c3ccc(F)cc3Cl)c2)CC1. RXN SMILES: [CH2:29]1[O:30][CH2:31][CH2:32][O:33][CH2:34]1.[Cl:18][c:19]1[c:20]([C:21](=[O:22])[Cl:23])[cH:24][cH:25][c:26]([F:28])[cH:27]1.[F:1][c:2]1[cH:3][c:4]([NH2:17])[cH:5][c:6]([N:8]([CH:9]2[CH2:10][CH2:11][N:12]([CH3:15])[CH2:13][CH2:14]2)[CH3:16])[cH:7]1>>[F:1][c:2]1[cH:3][c:4]([NH:17][C:21]([c:20]2[c:19]([Cl:18])[cH:27][c:26]([F:28])[cH:25][cH:24]2)=[O:22])[cH:5][c:6]([N:8]([CH:9]2[CH2:10][CH2:11][N:12]([CH3:15])[CH2:13][CH2:14]2)[CH3:16])[cH:7]1. Reactants: C(=O)(OCC1=CC=CC=C1)N(CCC[C@@H](NC(C(C1=CC=CC=C1)C1=CC=CC=C1)=O)C(=O)N[C@H](C)C1=CC=C(C=C1)OC)C(=NSC)C(=O)OCC1=CC=CC=C1 ((R)-N5 -(Cbz)-N5 -[methylthio(Cbz-iminomethyl)]-N2 -(diphenylacetyl)-(R)-N-[1-(4-methoxyphenyl)ethyl]ornithine amide), C(C1=CC=CC=C1)N (benzylamine). The solvent is CN(C)C=O (DMF). Product: C(=O)(OCC1=CC=CC=C1)N(CCC[C@@H](NC(C(C1=CC=CC=C1)C1=CC=CC=C1)=O)C(=O)N[C@H](C)C1=CC=C(C=C1)OC)C(=NNCC1=CC=CC=C1)C(=O)OCC1=CC=CC=C1 ((R)-N5 -(Cbz)-N5 -[Benzylamino(Cbz-iminomethyl)]-N2 -(diphenylacetyl)-(R)-N-[1-(4-methoxyphenyl)ethyl]ornithine amide). Yield: 93.2%. Reaction SMILES: [C:1]([N:11]([C:45]([C:49]([O:51][CH2:52][C:53]1[CH:58]=[CH:57][CH:56]=[CH:55][CH:54]=1)=[O:50])=[N:46]SC)[CH2:12][CH2:13][CH2:14][C@H:15]([C:32]([NH:34][C@@H:35]([C:37]1[CH:42]=[CH:41][C:40]([O:43][CH3:44])=[CH:39][CH:38]=1)[CH3:36])=[O:33])[NH:16][C:17](=[O:31])[CH:18]([C:25]1[CH:30]=[CH:29][CH:28]=[CH:27][CH:26]=1)[C:19]1[CH:24]=[CH:23][CH:22]=[CH:21][CH:20]=1)([O:3][CH2:4][C:5]1[CH:10]=[CH:9][CH:8]=[CH:7][CH:6]=1)=[O:2].[CH2:59]([NH2:66])[C:60]1[CH:65]=[CH:64][CH:63]=[CH:62][CH:61]=1>CN(C=O)C>[C:1]([N:11]([C:45]([C:49]([O:51][CH2:52][C:53]1[CH:58]=[CH:57][CH:56]=[CH:55][CH:54]=1)=[O:50])=[N:46][NH:66][CH2:59][C:60]1[CH:65]=[CH:64][CH:63]=[CH:62][CH:61]=1)[CH2:12][CH2:13][CH2:14][C@H:15]([C:32]([NH:34][C@@H:35]([C:37]1[CH:42]=[CH:41][C:40]([O:43][CH3:44])=[CH:39][CH:38]=1)[CH3:36])=[O:33])[NH:16][C:17](=[O:31])[CH:18]([C:25]1[CH:30]=[CH:29][CH:28]=[CH:27][CH:26]=1)[C:19]1[CH:24]=[CH:23][CH:22]=[CH:21][CH:20]=1)([O:3][CH2:4][C:5]1[CH:10]=[CH:9][CH:8]=[CH:7][CH:6]=1)=[O:2]. Reported procedure: A solution of (R)-N5 -(Cbz)-N5 -[methylthio(Cbz-iminomethyl)]-N2 -(diphenylacetyl)-(R)-N-[1-(4-methoxyphenyl)ethyl]ornithine amide (0.25 g, 0.312 mmol; see Example 35(d) above) and benzylamine (0.05 mL; 0.476 mmol) in DMF (5 mL) was stirred overnight at room temperature. The DMF was removed in vacuo and the residue dissolved in EtOAc. The EtOAc solution was washed with KHSO4 solution, 0.5 N NaOH solution and brine, dried over Na2SO4 and concentrated in vacuo to afford 0.25 g of the sub-title com... Run in C(Cl)Cl (methylene chloride). As a reaction SMILES: [NH2:1][CH:2]1[C:20](=[O:21])[N:4]2[C:5]([C:17]([OH:19])=[O:18])=[C:6]([CH:9]([S:11][C:12]3[NH:16][N:15]=[N:14][N:13]=3)[CH3:10])[CH2:7][S:8][C@H:3]12.C[Si](CC(N)=O)(C)C.[CH:30]([NH:32][C:33]1[CH:38]=[CH:37][N:36]=[C:35]([C:39](=[N:43][O:44][CH3:45])[C:40](O)=[O:41])[N:34]=1)=[O:31]>C(Cl)Cl>[CH:30]([NH:32][C:33]1[CH:38]=[CH:37][N:36]=[C:35]([C:39](=[N:43][O:44][CH3:45])[C:40]([NH:1][CH:2]2[C:20](=[O:21])[N:4]3[C:5]([C:17]([OH:19])=[O:18])=[C:6]([CH:9]([S:11][C:12]4[NH:13][N:14]=[N:15][N:16]=4)[CH3:10])[CH2:7][S:8][C@H:3]23)=[O:41])[N:34]=1)=[O:31]. Procedure: On the other hand, 7-amino-3-(1-methyl-1H-tetrazol-5-ylthiomethyl)-3-cephem-4-carboxylic acid and trimethylsilylacetamide (11 g.) were added to methylene chloride (66 ml.) and the mixture was stirred at ambient temperature for an hour, and to this solution was added all at once the above activated solution of 2-(4-formamidopyrimidin-2-yl)-2-methoxyiminoacetic acid under cooling at -20° C. with stirring, and the stirring was continued at the same temperature for an hour and at ambient temperature... The product is C(=O)NC1=NC(=NC=C1)C(C(=O)NC1[C@@H]2N(C(=C(CS2)C(C)SC2=NN=NN2)C(=O)O)C1=O)=NOC (7-[2-(4-formamidopyrimidin-2-yl)-2-methoxyiminoacetamido]-3-(1-methyl-1H-tetrazol-5-ylthiomethyl)-3-cephem-4-carboxylic acid). Reactants: NC1[C@@H]2N(C(=C(CS2)C(C)SC2=NN=NN2)C(=O)O)C1=O (7-amino-3-(1-methyl-1H-tetrazol-5-ylthiomethyl)-3-cephem-4-carboxylic acid), C[Si](C)(C)CC(=O)N (trimethylsilylacetamide), C(=O)NC1=NC(=NC=C1)C(C(=O)O)=NOC (2-(4-formamidopyrimidin-2-yl)-2-methoxyiminoacetic acid). The reactants are FC=1C=CC=C2C(N(C(C12)CCC(=O)NC1=NC=C(C(=O)O)C=C1)CC1=CC=C(C=C1)F)=O (6-{3-[7-Fluoro-2-(4-fluorobenzyl)-3-oxo-2,3-dihydro-1H-isoindol-1-yl]-propionylamino}-nicotinic acid), N1=C(C=CC2=CC=CC=C12)N (quinolin-2-ylamine). Product: FC=1C=CC=C2C(N(C(C12)CCC(=O)NC1=NC2=CC=CC=C2C=C1)CC1=CC=C(C=C1)F)=O (3-[7-Fluoro-2-(4-fluoro-benzyl)-3-oxo-2,3-dihydro-1H-isoindol-1-yl]-N-quinolin-2-yl-propionamide). As a reaction SMILES: [F:1][C:2]1[CH:3]=[CH:4][CH:5]=[C:6]2[C:10]=1[CH:9]([CH2:11][CH2:12][C:13]([NH:15][C:16]1[CH:24]=[CH:23][C:19]([C:20](O)=O)=[CH:18][N:17]=1)=[O:14])[N:8]([CH2:25][C:26]1[CH:31]=[CH:30][C:29]([F:32])=[CH:28][CH:27]=1)[C:7]2=[O:33].N1C2C(=CC=CC=2)[CH:37]=[CH:36][C:35]=1N>>[F:1][C:2]1[CH:3]=[CH:4][CH:5]=[C:6]2[C:10]=1[CH:9]([CH2:11][CH2:12][C:13]([NH:15][C:16]1[CH:24]=[CH:23][C:19]3[C:18](=[CH:35][CH:36]=[CH:37][CH:20]=3)[N:17]=1)=[O:14])[N:8]([CH2:25][C:26]1[CH:27]=[CH:28][C:29]([F:32])=[CH:30][CH:31]=1)[C:7]2=[O:33]. Reported procedure: The product from Example 11, Part D (200 mg, 0.6 mmol) and quinolin-2-ylamine (131 mg, 0.91 mmol) were converted to the title compound in a manner analogous to the method described in Example 7, Part E, using CH2Cl2 in place of THF in the reaction and EtOAc in the workup, and without crystallization (220 mg, 80%). 1HNMR (400 MHz, CDCl3) δ 8.87 (s, 1H), 8.46 (s, 1H), 8.09 (s, 1H), 7.87 (d, J=8 Hz, 1H), 7.80 (d, J=8 Hz, 1H), 7.66 (m, 2H), 7.48 (t, J=7 Hz, 1H), 7.41 (m, 1H), 7.32 (m, 2H), 7.16 (t, ... The reactants are CCC1CNc2ccccc21, Cc1cc(OS(=O)(=O)C(F)(F)F)cc(=O)n1C, CC(C)=O. Product: CCC1CN(c2cc(C)n(C)c(=O)c2)c2ccccc21. As a reaction SMILES: [CH2:18]([CH3:19])[CH:20]1[CH2:21][NH:22][c:23]2[cH:24][cH:25][cH:26][cH:27][c:28]21.[CH3:1][n:2]1[c:3](=[O:17])[cH:4][c:5]([O:9][S:10]([C:11]([F:12])([F:13])[F:14])(=[O:15])=[O:16])[cH:6][c:7]1[CH3:8].[CH3:29][C:30](=[O:31])[CH3:32]>>[CH3:1][n:2]1[c:3](=[O:17])[cH:4][c:5]([N:22]2[CH2:21][CH:20]([CH2:18][CH3:19])[c:28]3[c:23]2[cH:24][cH:25][cH:26][cH:27]3)[cH:6][c:7]1[CH3:8]. The reactants are C1=CC=CC=2C(C3=C(CCC21)C=CC=C3)=CC=3C=C(C#N)C=CC3 (3-(10,11-Dihydro-dibenzo[a,d]cyclohepten-5-ylidenemethyl)-benzonitrile), [H-].[Al+3].[Li+].[H-].[H-].[H-] (lithium aluminum hydride). Yield: 98.0%. Product: C1=CC=CC=2C(C3=C(CCC21)C=CC=C3)=CC=3C=C(CN)C=CC3 (3-(10,11-Dihydro-dibenzo[a,d]cyclohepten-5-ylidenemethyl)-benzylamine). Reported procedure: Dissolve 1.0 g (3.25 mmol) of the corresponding nitrile (prepared as described in Example 81) in diethyl ether (70 mL). Add lithium aluminum hydride (250 mg, 6.6 mmol) and stir at room temperature for 3 h. Quench the reaction by adding 8 drops water, 8 drops 5N NaOH and 16 drops water. Filter the inorganic solids and wash with ether. After drying (MgSO4) and concentration, the title compound was obtained in 98% yield as a colorless oil, MS (ES) 312 (N+1). HPLC shows 98% purity. Run in C(C)OCC (diethyl ether). Reaction SMILES: [CH:1]1[C:11]2[CH2:10][CH2:9][C:8]3[CH:12]=[CH:13][CH:14]=[CH:15][C:7]=3[C:6](=[CH:16][C:17]3[CH:18]=[C:19]([CH:22]=[CH:23][CH:24]=3)[C:20]#[N:21])[C:5]=2[CH:4]=[CH:3][CH:2]=1.[H-].[Al+3].[Li+].[H-].[H-].[H-]>C(OCC)C.O.[OH-].[Na+]>[CH:12]1[C:8]2[CH2:9][CH2:10][C:11]3[CH:1]=[CH:2][CH:3]=[CH:4][C:5]=3[C:6](=[CH:16][C:17]3[CH:18]=[C:19]([CH:22]=[CH:23][CH:24]=3)[CH2:20][NH2:21])[C:7]=2[CH:15]=[CH:14][CH:13]=1 |f:1.2.3.4.5.6,9.10|. The reagents and catalysts are O (water), [OH-].[Na+] (NaOH), O (water). Starting materials: O=C1CCN(C2=CC=CN=C12)C(=O)OC(C)(C)C (tert-butyl 4-oxo-3,4-dihydro-1,5-naphthyridine-1(2H)-carboxylate), CSC (dimethyl sulfide), C=C1CCCOC=2C1=NC=CC2 (9-methylene-6,7,8,9-tetrahydrooxepino[3,2-b]pyridine), C(=O)(O)[O-].[Na+] (NaHCO3). Run in CCOC(=O)C (EtOAc), O (water), C(Cl)(Cl)Cl (CHCl3), CO (MeOH). Reaction conditions: temperature -78 celsius, time 12 hour. The product is C(C)(C)(C)C1=CC=C2C(=N1)C(CCCO2)=O (tert-butyl 7,8-dihydrooxepino[3,2-b]pyridin-9(6H)-one). As a reaction SMILES: [O:1]=[C:2]1[C:11]2[C:6](=[CH:7][CH:8]=[CH:9][N:10]=2)N(C(OC(C)(C)C)=O)[CH2:4][CH2:3]1.[CH2:19]=[C:20]1[C:26]2=NC=CC=C2OCC[CH2:21]1.[C:31]([O-])(O)=[O:32].[Na+].CSC>CCOC(C)=O.O.C(Cl)(Cl)Cl.CO>[C:20]([C:9]1[N:10]=[C:11]2[C:2](=[O:1])[CH2:3][CH2:4][CH2:31][O:32][C:6]2=[CH:7][CH:8]=1)([CH3:26])([CH3:21])[CH3:19] |f:2.3|. Procedure: tert-butyl 4-oxo-3,4-dihydro-1,5-naphthyridine-1(2H)-carboxylate. To a solution of 9-methylene-6,7,8,9-tetrahydrooxepino[3,2-b]pyridine (1 eq.) in a mixture of solvents (MeOH:CHCl3) is added a catalytic amount of NaHCO3. The reaction mixture is cooled to −78° C. and purged with O3. Reaction progress is monitored by TLC. After the reaction is judged complete, the reaction mixture is quenched with dimethyl sulfide (5 eq.) at −78° C. The resulting mixture is stirred for 12 h at ambient temperature.... Starting materials: C(C)NCC (Diethylamine), C=O (paraformaldehyde), [OH-].[K+] (KOH), C(CCC#C)C1SCCCS1 (2-(pent-4-ynyl)-1,3-dithiane). Reagents/catalysts: C(C)(=O)[O-].[Cu+2].C(C)(=O)[O-] (copper(II) acetate). Run in O1CCOCC1 (dioxane). Conditions: time 8 hour. Product: C(C)N(CC#CCCCC1SCCCS1)CC (2-(6-diethylaminohex-4-ynyl)-1,3-dithiane). Yield: 75.6%. Reaction SMILES: [CH2:1]([NH:3][CH2:4][CH3:5])[CH3:2].[CH2:6]=O.[CH2:8]([CH:13]1[S:18][CH2:17][CH2:16][CH2:15][S:14]1)[CH2:9][CH2:10][C:11]#[CH:12].[OH-].[K+]>O1CCOCC1.C([O-])(=O)C.[Cu+2].C([O-])(=O)C>[CH2:1]([N:3]([CH2:4][CH3:5])[CH2:6][C:12]#[C:11][CH2:10][CH2:9][CH2:8][CH:13]1[S:14][CH2:15][CH2:16][CH2:17][S:18]1)[CH3:2] |f:3.4,6.7.8|. Reported procedure: Diethylamine (1.55 mL, 15 mmol), paraformaldehyde (0.45 g, 15 mmol), and 63 mg copper(II) acetate were heated at 60° C. in 6 mL dioxane. After 1 hour 2.79 g (15 mmol) of 2-(pent-4-ynyl)-1,3-dithiane was added and the temperature adjusted to 85°-90° C. where it was kept overnight. The cooled reaction mixture was poured onto 10% KOH (10 mL) and filtered through Celite, which was subsequently washed with 50 mL of ether. The organics were separated and washed with water (3×20 mL), the aqueous portio...